Dataset: the Open Reaction Database (ORD), a public repository of structured organic reaction records. Task: describe an organic reaction: reactants, conditions, products, and yield Reactants: C1=CC(=CC=C1O)C (para-cresol), ClC(C(=O)OCC)Cl (ethyl dichloroacetate), [Na] (Sodium). Run in C(C)O (ethanol), C(C)OCC (diethyl ether), C(C)O (ethanol), C(C)O (ethanol). Run at temperature 20 celsius, time 1 hour. The product is CC1=CC=C(OC(C(=O)OCC)OC2=CC=C(C=C2)C)C=C1 (Ethyl 2,2-bis(4-methylphenoxy)acetate). The yield is 77.3%. RXN SMILES: [Na].[CH:2]1[C:7]([OH:8])=[CH:6][CH:5]=[C:4]([CH3:9])[CH:3]=1.Cl[CH:11](Cl)[C:12]([O:14][CH2:15][CH3:16])=[O:13]>C(O)C.C(OCC)C>[CH3:9][C:4]1[CH:5]=[CH:6][C:7]([O:8][CH:11]([O:8][C:7]2[CH:2]=[CH:3][C:4]([CH3:9])=[CH:5][CH:6]=2)[C:12]([O:14][CH2:15][CH3:16])=[O:13])=[CH:2][CH:3]=1 |^1:0|. Reported procedure: Sodium (5.7 g) is dissolved in ethanol (160 cc), and a solution of para-cresol (27 g) in ethanol (20 cc) is added. The mixture is stirred for 1 hour at 20° C. and ethyl dichloroacetate (20 g) in solution in ethanol (20 cc) is then added. The mixture is heated under reflux for 20 hours and then allowed to cool. The white precipitate obtained is filtered off and the filtrate is concentrated to dryness under reduced pressure (20 mmHg) at 40° C. The oil thus obtained is taken up in diethyl ether (30... As a reaction SMILES: C(OC([N:6]1[CH2:11][CH2:10][CH:9]([N:12]([CH3:32])[CH2:13][C:14]2[CH:19]=[CH:18][N:17]=[C:16]([C:20]3[CH:25]=[C:24]([O:26][CH3:27])[C:23]([O:28][CH3:29])=[C:22]([O:30][CH3:31])[CH:21]=3)[CH:15]=2)[CH2:8][CH2:7]1)=O)C.[OH-].[Na+]>C(O)C>[CH3:32][N:12]([CH:9]1[CH2:10][CH2:11][NH:6][CH2:7][CH2:8]1)[CH2:13][C:14]1[CH:19]=[CH:18][N:17]=[C:16]([C:20]2[CH:21]=[C:22]([O:30][CH3:31])[C:23]([O:28][CH3:29])=[C:24]([O:26][CH3:27])[CH:25]=2)[CH:15]=1 |f:1.2|. Product: CN(CC1=CC(=NC=C1)C1=CC(=C(C(=C1)OC)OC)OC)C1CCNCC1 (4-[N-Methyl-N-[[2-(3,4,5-trimethoxyphenyl)pyridin-4-yl]methyl]amino]piperidine). Solvent: C(C)O (ethanol). Procedure: To a solution of 1-(ethoxycarbonyl)-4-[N-methyl-N-[[2-(3,4,5-trimethoxyphenyl)pyridin-4-yl]methyl]amino]piperidine (100 mg) in ethanol (2 mL) was added 4 M sodium hydroxide (8 mL). The mixture was refluxed overnight and extracted with chloroform. The organic layer was washed with water and brine, dried over anhydrous sodium sulfate and evaporated. The residue was subjected to a column of silica gel and liquid chromatography was performed using chloroform-methanol (20:1) to give the title compoun... Starting materials: C(C)OC(=O)N1CCC(CC1)N(CC1=CC(=NC=C1)C1=CC(=C(C(=C1)OC)OC)OC)C (1-(ethoxycarbonyl)-4-[N-methyl-N-[[2-(3,4,5-trimethoxyphenyl)pyridin-4-yl]methyl]amino]piperidine), [OH-].[Na+] (sodium hydroxide). The reactants are N[C@H](C(=O)O)CC1=CC=C(C=C1)O ((2S)-2-amino-3-(4-hydroxyphenyl)propanoicacid), C1(CCCCCC1)NC(=S)N (N-cycloheptylthiourea). Product: C1(CCCCCC1)NC=1SC(C(N1)=O)CC1=CC=C(C=C1)O (2-(cycloheptylamino)-5-(4-hydroxybenzyl)-1,3-thiazol-4(5H)-one). As a reaction SMILES: N[C@@H:2]([CH2:6][C:7]1[CH:12]=[CH:11][C:10]([OH:13])=[CH:9][CH:8]=1)[C:3]([OH:5])=O.[CH:14]1([NH:21][C:22]([NH2:24])=[S:23])[CH2:20][CH2:19][CH2:18][CH2:17][CH2:16][CH2:15]1>>[CH:14]1([NH:21][C:22]2[S:23][CH:2]([CH2:6][C:7]3[CH:12]=[CH:11][C:10]([OH:13])=[CH:9][CH:8]=3)[C:3](=[O:5])[N:24]=2)[CH2:20][CH2:19][CH2:18][CH2:17][CH2:16][CH2:15]1. Reported procedure: Synthesis was performed from (2S)-2-amino-3-(4-hydroxyphenyl)propanoicacid and N-cycloheptylthiourea according to Method E and C. The reactants are N1N=NN=C1C1=CC=C(S1)C1=NN(C=C1C=1C=CC=2N(C1)C(=CN2)C=2SC=CN2)C(C2=CC=CC=C2)(C2=CC=CC=C2)C2=CC=CC=C2 (6-{3-[5-(1H-tetrazol-5-yl)-thiophen-2-yl]-1-trityl-1H-pyrazol-4-yl}-3-thiazol-2-yl-imidazo[1,2-a]-pyridine), Cl (hydrochloric acid), O (Water). The solvent is solvent, O1CCCC1 (tetrahydrofuran), CO (methanol). Run at time 3 hour. The product is Cl.Cl.N1N=NN=C1C1=CC=C(S1)C1=NNC=C1C=1C=CC=2N(C1)C(=CN2)C=2SC=CN2 (6-{3-[5-(1H-Tetrazol-5-yl)-thiophen-2-yl]-1H-pyrazol-4-yl}-3-thiazol-2-yl-imidazo[1,2-a]pyridine dihydrochloride). Reaction SMILES: [NH:1]1[C:5]([C:6]2[S:10][C:9]([C:11]3[C:15]([C:16]4[CH:17]=[CH:18][C:19]5[N:20]([C:22]([C:25]6[S:26][CH:27]=[CH:28][N:29]=6)=[CH:23][N:24]=5)[CH:21]=4)=[CH:14][N:13](C(C4C=CC=CC=4)(C4C=CC=CC=4)C4C=CC=CC=4)[N:12]=3)=[CH:8][CH:7]=2)=[N:4][N:3]=[N:2]1.[ClH:49].O>O1CCCC1.CO>[ClH:49].[ClH:49].[NH:1]1[C:5]([C:6]2[S:10][C:9]([C:11]3[C:15]([C:16]4[CH:17]=[CH:18][C:19]5[N:20]([C:22]([C:25]6[S:26][CH:27]=[CH:28][N:29]=6)=[CH:23][N:24]=5)[CH:21]=4)=[CH:14][NH:13][N:12]=3)=[CH:8][CH:7]=2)=[N:4][N:3]=[N:2]1 |f:5.6.7|. Procedure: 60 mg 6-{3-[5-(1H-tetrazol-5-yl)-thiophen-2-yl]-1-trityl-1H-pyrazol-4-yl}-3-thiazol-2-yl-imidazo[1,2-a]-pyridine obtained in Example 441 was dissolved in 8.0 mL solvent mixture of tetrahydrofuran and methanol (1:1), then 3.0 mL of 5 N hydrochloric acid was added thereto, and the mixture was left at room temperature for 3 hours. Water was poured into the reaction solution, and the precipitated crystals were collected by filtration and washed with diethyl ether, to give 14.5 mg of the title compou... Starting materials: FC(C(=O)O)(F)F (trifluoroacetic acid), O1C(OCC1)CN1C(C=NC2=CC=C(C=C12)OC)=O (1-(1,3-dioxolan-2-ylmethyl)-7-methoxyquinoxalin-2(1H)-one). Run at time 8 hour. The product is COC1=CC=C2N=CC(N(C2=C1)CC=O)=O ((7-methoxy-2-oxoquinoxalin-1(2H)-yl)acetaldehyde). Reaction SMILES: FC(F)(F)C(O)=O.[O:8]1CCO[CH:9]1[CH2:13][N:14]1[C:23]2[C:18](=[CH:19][CH:20]=[C:21]([O:24][CH3:25])[CH:22]=2)[N:17]=[CH:16][C:15]1=[O:26]>>[CH3:25][O:24][C:21]1[CH:22]=[C:23]2[C:18]([N:17]=[CH:16][C:15](=[O:26])[N:14]2[CH2:13][CH:9]=[O:8])=[CH:19][CH:20]=1. Reported procedure: Into 40 mL of an 80% aqueous trifluoroacetic acid solution, 1.00 g of 1-(1,3-dioxolan-2-ylmethyl)-7-methoxyquinoxalin-2(1H)-one was dissolved, and the mixture was stirred at room temperature for 8 hours. The solvent was removed under reduced pressure, the reaction mixture was alkalified with an aqueous saturated sodium hydrogen carbonate solution, and then extracted with ethyl acetate. The organic layer was washed with an aqueous saturated sodium chloride solution, and dried over anhydrous magne... Reactants: CC=1C=NNC1 (4-methylpyrazole), ClC=1N=NC(=CC1)Cl (3,6-dichloropyridazine), FC1=CC=C2CCN(C2=C1)C1CCNCC1 (6-fluoro-1-(piperidin-4-yl)indoline). The product is FC1=CC=C2CCN(C2=C1)C1CCN(CC1)C=1N=NC(=CC1)N1N=CC(=C1)C (6-fluoro-1-(1-(6-(4-methyl-1H-pyrazol-1-yl)pyridazin-3-yl)piperidin-4-yl)indoline). RXN SMILES: [CH3:1][C:2]1[CH:3]=[N:4][NH:5][CH:6]=1.Cl[C:8]1[N:9]=[N:10][C:11](Cl)=[CH:12][CH:13]=1.[F:15][C:16]1[CH:24]=[C:23]2[C:19]([CH2:20][CH2:21][N:22]2[CH:25]2[CH2:30][CH2:29][NH:28][CH2:27][CH2:26]2)=[CH:18][CH:17]=1>>[F:15][C:16]1[CH:24]=[C:23]2[C:19]([CH2:20][CH2:21][N:22]2[CH:25]2[CH2:30][CH2:29][N:28]([C:8]3[N:9]=[N:10][C:11]([N:4]4[CH:3]=[C:2]([CH3:1])[CH:6]=[N:5]4)=[CH:12][CH:13]=3)[CH2:27][CH2:26]2)=[CH:18][CH:17]=1. Reported procedure: The title compound was prepared following the procedure as described in Example 14, reacting 4-methylpyrazole, 3,6-dichloropyridazine, and 6-fluoro-1-(piperidin-4-yl)indoline. Reactants: CO, CC(C)(C)C(=O)Nc1ccc(-c2cc(=O)c3c(NC(=O)C(C)(C)C)c(F)c(COS(C)(=O)=O)c(F)c3o2)cc1F, N, O. Product: CC(C)(C)C(=O)Nc1ccc(-c2cc(=O)c3c(NC(=O)C(C)(C)C)c(F)c(CN)c(F)c3o2)cc1F. RXN SMILES: [CH3:43][OH:44].[F:1][c:2]1[c:3]([CH2:35][O:36][S:37]([CH3:38])(=[O:39])=[O:40])[c:4]([F:34])[c:5]2[c:6]([c:7](=[O:25])[cH:8][c:9](-[c:11]3[cH:12][c:13]([F:24])[c:14]([NH:17][C:18]([C:19]([CH3:20])([CH3:21])[CH3:22])=[O:23])[cH:15][cH:16]3)[o:10]2)[c:26]1[NH:27][C:28]([C:29]([CH3:30])([CH3:31])[CH3:32])=[O:33].[NH3:42].[OH2:41]>>[F:1][c:2]1[c:3]([CH2:35][NH2:42])[c:4]([F:34])[c:5]2[c:6]([c:7](=[O:25])[cH:8][c:9](-[c:11]3[cH:12][c:13]([F:24])[c:14]([NH:17][C:18]([C:19]([CH3:20])([CH3:21])[CH3:22])=[O:23])[cH:15][cH:16]3)[o:10]2)[c:26]1[NH:27][C:28]([C:29]([CH3:30])([CH3:31])[CH3:32])=[O:33]. Reactants: [Br-], O=C([O-])O, CC(C)=O, [O-]Cl, [K+], [Na+], [Na+], COC(C)(C)C(CO)NC(=O)OC(C)(C)C. Product: COC(C)(C)C(NC(=O)OC(C)(C)C)C(=O)O. Reaction SMILES: [Br-:23].[C:17]([OH:18])(=[O:19])[O-:20].[CH3:27][C:28](=[O:29])[CH3:30].[Cl:24][O-:25].[K+:22].[Na+:21].[Na+:26].[OH:1][CH2:2][CH:3]([C:4]([CH3:5])([CH3:6])[O:7][CH3:8])[NH:9][C:10]([O:11][C:12]([CH3:13])([CH3:14])[CH3:15])=[O:16]>>[O:1]=[C:2]([CH:3]([C:4]([CH3:5])([CH3:6])[O:7][CH3:8])[NH:9][C:10]([O:11][C:12]([CH3:13])([CH3:14])[CH3:15])=[O:16])[OH:18]. Reactants: CO, CC(F)(F)c1cc([N+](=O)[O-])ccc1F. The product is CC(F)(F)c1cc(N)ccc1F. Reaction SMILES: [CH3:15][OH:16].[F:1][C:2]([CH3:3])([F:4])[c:5]1[c:6]([F:14])[cH:7][cH:8][c:9]([N+:11]([O-:12])=[O:13])[cH:10]1>>[F:1][C:2]([CH3:3])([F:4])[c:5]1[c:6]([F:14])[cH:7][cH:8][c:9]([NH2:11])[cH:10]1. The reactants are CN(C)CC(=O)O, CC(CN)Oc1cccc2ncnc(Nc3ccc(OCc4ccccn4)c(Cl)c3)c12. Product: CC(CNC(=O)CN(C)C)Oc1cccc2ncnc(Nc3ccc(OCc4ccccn4)c(Cl)c3)c12. RXN SMILES: [CH3:1][N:2]([CH3:3])[CH2:4][C:5]([OH:6])=[O:7].[NH2:8][CH2:9][CH:10]([O:11][c:12]1[c:13]2[c:14]([NH:22][c:23]3[cH:24][c:25]([Cl:37])[c:26]([O:29][CH2:30][c:31]4[n:32][cH:33][cH:34][cH:35][cH:36]4)[cH:27][cH:28]3)[n:15][cH:16][n:17][c:18]2[cH:19][cH:20][cH:21]1)[CH3:38]>>[CH3:1][N:2]([CH3:3])[CH2:4][C:5](=[O:7])[NH:8][CH2:9][CH:10]([O:11][c:12]1[c:13]2[c:14]([NH:22][c:23]3[cH:24][c:25]([Cl:37])[c:26]([O:29][CH2:30][c:31]4[n:32][cH:33][cH:34][cH:35][cH:36]4)[cH:27][cH:28]3)[n:15][cH:16][n:17][c:18]2[cH:19][cH:20][cH:21]1)[CH3:38].